Dataset: the Open Reaction Database (ORD), a public repository of structured organic reaction records. Task: describe an organic reaction: reactants, conditions, products, and yield The reactants are C1CCOC1, CCCC[N+](CCCC)(CCCC)CCCC, COC(=O)c1ccc(C#C[Si](C)(C)C)cc1, CC(=O)O, CCOC(C)=O, [F-]. Product: C#Cc1ccc(C(=O)OC)cc1. Reaction SMILES: [CH2:39]1[O:40][CH2:41][CH2:42][CH2:43]1.[CH3:18][CH2:19][CH2:20][CH2:21][N+:22]([CH2:23][CH2:24][CH2:25][CH3:26])([CH2:27][CH2:28][CH2:29][CH3:30])[CH2:31][CH2:32][CH2:33][CH3:34].[CH3:1][O:2][C:3]([c:4]1[cH:5][cH:6][c:7]([C:10]#[C:11][Si:12]([CH3:13])([CH3:14])[CH3:15])[cH:8][cH:9]1)=[O:16].[CH3:35][C:36](=[O:37])[OH:38].[CH3:44][CH2:45][O:46][C:47](=[O:48])[CH3:49].[F-:17]>>[CH3:1][O:2][C:3]([c:4]1[cH:5][cH:6][c:7]([C:10]#[CH:11])[cH:8][cH:9]1)=[O:16]. Procedure: A mixture of 4-ethyl-3-oxo-hexanenitrile (1.013 g, 7.28 mmol), acetic anhydride (1.5 ml) and triethyl orthoacetate (1.240 g, 7.64 mmol) was heated to reflux overnight. The reaction mixture was taken up in ethyl acetate and water. The brine and the ethyl acetate layer were separated. The organic layer was dried and concentrated to give 1.262 g of dry oil which was used directly for the next reaction. 1H NMR (CDCl3): 0.8-1.0(m,6H), 1.44(t,3H), 1.4-1.8(m,4H), 2.61(s,3H), 3.03(m,1H), 4.28(q, 2H)ppm. RXN SMILES: [CH2:1]([CH:3]([CH2:9][CH3:10])[C:4](=[O:8])[CH2:5][C:6]#[N:7])[CH3:2].[C:11]([O:14][C:15](=O)[CH3:16])(=O)[CH3:12].C(OCC)(OCC)(OCC)C>C(OCC)(=O)C.O>[CH2:1]([CH:3]([CH2:9][CH3:10])[C:4]([C:5](=[C:11]([O:14][CH2:15][CH3:16])[CH3:12])[C:6]#[N:7])=[O:8])[CH3:2]. Starting materials: C(C)C(C(CC#N)=O)CC (4-ethyl-3-oxo-hexanenitrile), C(C)(=O)OC(C)=O (acetic anhydride), C(C)(OCC)(OCC)OCC (triethyl orthoacetate). The solvent is C(C)(=O)OCC (ethyl acetate), O (water). Product: C(C)C(C(=O)C(C#N)=C(C)OCC)CC (2-(2-Ethyl-butyryl)-3-ethoxy-but-2-enenitrile). Starting materials: 16.9, NC1=C(C=NC=C1)NC(=S)NCCN1CCN(CC1)CC1=NC=2C(=NC=CC2)N1CCOCC (N-(4-amino-3-pyridinyl)-N'-[2-[4-[[3-(2-ethoxyethyl) -3H-imidazo[4,5-b]pyridin-2-yl]methyl]-1-piperazinyl]ethyl]thiourea), [S] (sulfur). Reagents/catalysts: [Hg]=O (mercury(II)oxide). The solvent is O1CCCC1 (tetrahydrofuran). Run at time 3 hour. The product is C(C)OCCN1C(=NC=2C1=NC=CC2)CN2CCN(CC2)CCNC=2NC1=C(C=NC=C1)N2 (N-[2-[4-[[3-(2-ethoxyethyl)-3H-imidazo[4,5-b]pyridin-2-yl]methyl]-1-piperazinyl]ethyl]-1H-imidazo[4,5-c]pyridin-2-amine). The yield is 30.0%. As a reaction SMILES: [NH2:1][C:2]1[CH:7]=[CH:6][N:5]=[CH:4][C:3]=1[NH:8][C:9]([NH:11][CH2:12][CH2:13][N:14]1[CH2:19][CH2:18][N:17]([CH2:20][C:21]2[N:29]([CH2:30][CH2:31][O:32][CH2:33][CH3:34])[C:24]3=[N:25][CH:26]=[CH:27][CH:28]=[C:23]3[N:22]=2)[CH2:16][CH2:15]1)=S.[S]>[Hg]=O.O1CCCC1>[CH2:33]([O:32][CH2:31][CH2:30][N:29]1[C:24]2=[N:25][CH:26]=[CH:27][CH:28]=[C:23]2[N:22]=[C:21]1[CH2:20][N:17]1[CH2:18][CH2:19][N:14]([CH2:13][CH2:12][NH:11][C:9]2[NH:1][C:2]3[CH:7]=[CH:6][N:5]=[CH:4][C:3]=3[N:8]=2)[CH2:15][CH2:16]1)[CH3:34] |^3:34|. Procedure details: A mixture of 16.9 parts of N-(4-amino-3-pyridinyl)-N'-[2-[4-[[3-(2-ethoxyethyl) -3H-imidazo[4,5-b]pyridin-2-yl]methyl]-1-piperazinyl]ethyl]thiourea, 11.4 parts of mercury(II)oxide, 0.1 parts of sulfur and 135 parts of tetrahydrofuran was stirred for 3 hours at reflux temperature. The reaction mixture was filtered while hot over diatomaceous earth and the filtrate was evaporated. The residue was purified by column chromatography over silica gel using a mixture of dichloromethane and methanol, sat... Starting materials: O=S1CCN(c2nc(Cl)nc3c(SCc4ccccc4)ncnc23)CC1, CNCCO. Product: CN(CCO)c1nc(N2CCS(=O)CC2)c2ncnc(SCc3ccccc3)c2n1. As a reaction SMILES: [CH2:1]([c:2]1[cH:3][cH:4][cH:5][cH:6][cH:7]1)[S:8][c:9]1[n:10][cH:11][n:12][c:13]2[c:14]1[n:15][c:16]([Cl:26])[n:17][c:18]2[N:19]1[CH2:20][CH2:21][S:22](=[O:25])[CH2:23][CH2:24]1.[CH3:27][NH:28][CH2:29][CH2:30][OH:31]>>[CH2:1]([c:2]1[cH:3][cH:4][cH:5][cH:6][cH:7]1)[S:8][c:9]1[n:10][cH:11][n:12][c:13]2[c:14]1[n:15][c:16]([N:28]([CH3:27])[CH2:29][CH2:30][OH:31])[n:17][c:18]2[N:19]1[CH2:20][CH2:21][S:22](=[O:25])[CH2:23][CH2:24]1. Starting materials: NC1=C(C=C(C=C1)N)[N+](=O)[O-] (1,4-diamino-2-nitrobenzene), C(C1=CC=CC=C1)(=O)CC(=O)OCC (ethyl benzoylacetate), C(C)O (ethanol). Run in C=1(C(=CC=CC1)C)C (xylol). The product is NC1=C(C=C(C=C1)NC(CC(C1=CC=CC=C1)=O)=O)[N+](=O)[O-] (1-Amino-2-nitro-4-ω-benzoylacetylamino-benzene). Reaction SMILES: [NH2:1][C:2]1[CH:7]=[CH:6][C:5]([NH2:8])=[CH:4][C:3]=1[N+:9]([O-:11])=[O:10].[C:12]([CH2:20][C:21](OCC)=[O:22])(=[O:19])[C:13]1[CH:18]=[CH:17][CH:16]=[CH:15][CH:14]=1.C(O)C>C1(C)C(C)=CC=CC=1>[NH2:1][C:2]1[CH:7]=[CH:6][C:5]([NH:8][C:21](=[O:22])[CH2:20][C:12](=[O:19])[C:13]2[CH:14]=[CH:15][CH:16]=[CH:17][CH:18]=2)=[CH:4][C:3]=1[N+:9]([O-:11])=[O:10]. Procedure: 15.3 gm (0.1 mol) of 1,4-diamino-2-nitrobenzene were suspended in 100 ml of xylol. This suspension was heated. After the addition thereto of 42.3 gm (0.22 mol) of ethyl benzoylacetate, this suspension was heated on an oil bath at 130°C with the simultaneous distillation of ethanol, formed in the reaction. The precipitate was separated from the cold reaction mixture and processed, as described in Example I. The product had a melting point of 182°-183°C. Starting materials: BrC(C1=C(C=C(C=C1)OC)[N+](=O)[O-])Br (1-(dibromomethyl)-4-methoxy-2-nitrobenzene), C(=O)(O)[O-].[Na+] (NaHCO3). Solvent: O (water). Product: COC1=CC(=C(C=O)C=C1)[N+](=O)[O-] (4-Methoxy-2-nitrobenzaldehyde). Isolated yield 85.0%. Reaction SMILES: Br[CH:2](Br)[C:3]1[CH:8]=[CH:7][C:6]([O:9][CH3:10])=[CH:5][C:4]=1[N+:11]([O-:13])=[O:12].C([O-])(O)=[O:16].[Na+]>O>[CH3:10][O:9][C:6]1[CH:7]=[CH:8][C:3]([CH:2]=[O:16])=[C:4]([N+:11]([O-:13])=[O:12])[CH:5]=1 |f:1.2|. Procedure: A mixture of 1-(dibromomethyl)-4-methoxy-2-nitrobenzene (42 g, 0.23 mol) and NaHCO3 (3 Eq) in water (400 mL) is refluxed for 22 h. The reaction mixture is cooled to room temperature and the product is extracted with EtOAc (2×150 mL). The organic layer is washed with a solution of 1.5N HCl (2×100 mL), water (2×100 mL) and brine then dried over Na2SO4. The solvent is removed under reduced pressure to afford 20 g (85%) of the title compound as a brown solid. 1H NMR (DMSO-d6, 400 MHz) δ 10.03 (s, 1H...